Task: describe an organic reaction: reactants, conditions, products, and yield. Dataset: the Open Reaction Database (ORD), a public repository of structured organic reaction records Starting materials: BrC1=NC=CC=C1 (2-bromopyridine), ClCCCC#C (5-chloropent-1-yne). The product is ClCCCC#CC1=NC=CC=C1 (2-(5-chloropent-1-ynyl)pyridine). Yield: 60.8%. RXN SMILES: Br[C:2]1[CH:7]=[CH:6][CH:5]=[CH:4][N:3]=1.[Cl:8][CH2:9][CH2:10][CH2:11][C:12]#[CH:13]>>[Cl:8][CH2:9][CH2:10][CH2:11][C:12]#[C:13][C:2]1[CH:7]=[CH:6][CH:5]=[CH:4][N:3]=1. Procedure: The title compound was prepared in accordance with the general method of Example 190(F), from 2-bromopyridine (948 mg, 6.0 mmol) and 5-chloropent-1-yne (620 mg, 6.0 mmol). The crude residue was purified over silicagel chromatography (prepacked 25 g silicagel column, Cyclohexane/AcOEt: from 100/0 to 80/20 as eluent) to afford 655 mg of 2-(5-chloropent-1-ynyl)pyridine as a yellow oil (Yield: 61%).